From a dataset of the Open Reaction Database (ORD), a public repository of structured organic reaction records. describe an organic reaction: reactants, conditions, products, and yield The reactants are ClC(Cl)Cl, [N-]=[N+]=[N-], [Na+], O=C(O)C12CC3CC1CC(CN1CCCS1(=O)=O)(C3)C2, O, O=S(=O)(O)O. Product: NC12CC3CC1CC(CN1CCCS1(=O)=O)(C3)C2. As a reaction SMILES: [Cl:30][CH:31]([Cl:32])[Cl:33].[N-:26]=[N+:27]=[N-:28].[Na+:29].[O:1]=[S:2]1(=[O:20])[N:3]([CH2:7][C:8]23[CH2:9][C:10]4([C:17]([OH:18])=[O:19])[CH2:11][CH:12]([CH2:13][CH:14]4[CH2:15]2)[CH2:16]3)[CH2:4][CH2:5][CH2:6]1.[OH2:34].[S:21](=[O:22])(=[O:23])([OH:24])[OH:25]>>[O:1]=[S:2]1(=[O:20])[N:3]([CH2:7][C:8]23[CH2:9][C:10]4([NH2:26])[CH2:11][CH:12]([CH2:13][CH:14]4[CH2:15]2)[CH2:16]3)[CH2:4][CH2:5][CH2:6]1.